From a dataset of the Open Reaction Database (ORD), a public repository of structured organic reaction records. describe an organic reaction: reactants, conditions, products, and yield Starting materials: CN(/C=C/C(=O)C1=NN(C=CC1=O)C1=CC(=CC=C1)S(=O)(=O)C)C (3-((E)-3-Dimethylamino-acryloyl)-1-(3-methansulfonyl-phenyl)-1H-pyridazin-4-one), N(N)C=1C=C(C#N)C=CC1 (3-hydrazino-benzonitrile). Product: CS(=O)(=O)C=1C=C(C=CC1)N1N=C(C(C=C1)=O)C1=CC=NN1C=1C=C(C#N)C=CC1 (3-{5-[1-(3-Methanesulfonyl-phenyl)-4-oxo-1,4-dihydro-pyridazin-3-yl]-pyrazol-1-yl}-benzonitrile). The yield is 61.0%. RXN SMILES: C[N:2](C)/[CH:3]=[CH:4]/[C:5]([C:7]1[C:12](=[O:13])[CH:11]=[CH:10][N:9]([C:14]2[CH:19]=[CH:18][CH:17]=[C:16]([S:20]([CH3:23])(=[O:22])=[O:21])[CH:15]=2)[N:8]=1)=O.[NH:25]([C:27]1[CH:28]=[C:29]([CH:32]=[CH:33][CH:34]=1)[C:30]#[N:31])N>>[CH3:23][S:20]([C:16]1[CH:15]=[C:14]([N:9]2[CH:10]=[CH:11][C:12](=[O:13])[C:7]([C:5]3[N:25]([C:27]4[CH:28]=[C:29]([CH:32]=[CH:33][CH:34]=4)[C:30]#[N:31])[N:2]=[CH:3][CH:4]=3)=[N:8]2)[CH:19]=[CH:18][CH:17]=1)(=[O:22])=[O:21]. Procedure: The product was obtained starting from 3-((E)-3-Dimethylamino-acryloyl)-1-(3-methansulfonyl-phenyl)-1H-pyridazin-4-one (A-7) and 3-hydrazino-benzonitrile according to the method described for Example 91 in 61% yield. MS: M=418.3 (M+H)+ Reactants: [Cl-].[NH4+] (ammonium chloride), ClC=1N=NC(=CC1)N1N=C(C=C1O)C(F)(F)F (1-(3-chloropyridazin-6-yl)-3-trifluoromethyl-5-hydroxypyrazole), BrCN1S(C2=C(C1=O)C(=CC(=C2)OC)C(C)C)(=O)=O (2-bromomethyl-4-isopropyl-6-methoxy-1,2-benzisothiazol-3(2H)-one 1,1-dioxide), [F-].[K+] (KF). The solvent is C(C)(=O)OCC (ethyl acetate), CN(C)C=O (DMF). Run at temperature 20 celsius, time 10 minute. Yields the product C(C)(C)C1=CC(=CC2=C1C(N(S2(=O)=O)COC2=CC(=NN2C2=CC=C(N=N2)Cl)C(F)(F)F)=O)OC (4-isopropyl-6-methoxy-2-[1-(3-chloropyridazin-6-yl)-3-trifluoromethylpyrazol-5-yl-oxymethyl]-1,2-benzisothiazol-3(2H)-one 1,1-dioxide). Yield: 76.3%. RXN SMILES: [Cl:1][C:2]1[N:3]=[N:4][C:5]([N:8]2[C:12]([OH:13])=[CH:11][C:10]([C:14]([F:17])([F:16])[F:15])=[N:9]2)=[CH:6][CH:7]=1.[F-].[K+].Br[CH2:21][N:22]1[C:26](=[O:27])[C:25]2[C:28]([CH:34]([CH3:36])[CH3:35])=[CH:29][C:30]([O:32][CH3:33])=[CH:31][C:24]=2[S:23]1(=[O:38])=[O:37].[Cl-].[NH4+]>CN(C=O)C.C(OCC)(=O)C>[CH:34]([C:28]1[C:25]2[C:26](=[O:27])[N:22]([CH2:21][O:13][C:12]3[N:8]([C:5]4[N:4]=[N:3][C:2]([Cl:1])=[CH:7][CH:6]=4)[N:9]=[C:10]([C:14]([F:17])([F:15])[F:16])[CH:11]=3)[S:23](=[O:38])(=[O:37])[C:24]=2[CH:31]=[C:30]([O:32][CH3:33])[CH:29]=1)([CH3:36])[CH3:35] |f:1.2,4.5|. Reported procedure: To a mixture of 1-(3-chloropyridazin-6-yl)-3-trifluoromethyl-5-hydroxypyrazole (264 mg; 1 mmol) in DMF under nitrogen was added 96 mg (1.66 mmol) of KF and the mixture was stirred at 20° C. for 10 minutes. To the resulting mixture was added 2-bromomethyl-4-isopropyl-6-methoxy-1,2-benzisothiazol-3(2H)-one 1,1-dioxide (289 mg, 0.83 mmol) and the resulting mixture was stirred at room temperature (20° C.) for 1 hour and poured into saturated ammonium chloride solution/ethyl acetate. The aqueous laye...